This data is from the Open Reaction Database (ORD), a public repository of structured organic reaction records. The task is: describe an organic reaction: reactants, conditions, products, and yield The reactants are C(CCC)(=O)C=1C=NC2=C(C=CC=C2C1NC1=C(C=CC=C1)C)C1OC1 (3-Butyryl-4-(2-methylphenylamino)-8-oxiranylquinoline), N1CCOCC1 (morpholine). The solvent is O1CCOCC1 (dioxan). Product: C(CCC)(=O)C=1C=NC2=C(C=CC=C2C1NC1=C(C=CC=C1)C)C(CN1CCOCC1)O (3-butyryl-4-(2-methylphenylamino)-8-(1-hydroxy-2-morpholinoethyl)quinoline). Isolated yield 47.1%. As a reaction SMILES: [C:1]([C:6]1[CH:7]=[N:8][C:9]2[C:14]([C:15]=1[NH:16][C:17]1[CH:22]=[CH:21][CH:20]=[CH:19][C:18]=1[CH3:23])=[CH:13][CH:12]=[CH:11][C:10]=2[CH:24]1[CH2:26][O:25]1)(=[O:5])[CH2:2][CH2:3][CH3:4].[NH:27]1[CH2:32][CH2:31][O:30][CH2:29][CH2:28]1>O1CCOCC1>[C:1]([C:6]1[CH:7]=[N:8][C:9]2[C:14]([C:15]=1[NH:16][C:17]1[CH:22]=[CH:21][CH:20]=[CH:19][C:18]=1[CH3:23])=[CH:13][CH:12]=[CH:11][C:10]=2[CH:24]([OH:25])[CH2:26][N:27]1[CH2:32][CH2:31][O:30][CH2:29][CH2:28]1)(=[O:5])[CH2:2][CH2:3][CH3:4]. Procedure details: 3-Butyryl-4-(2-methylphenylamino)-8-oxiranylquinoline (1.0 g, 2.89 mmol) and morpholine (1.0 g, 11.55 mmol) in dioxan (20 ml) were heated under reflux for 9 hours. The dioxan was evaporated and the residue dissolved in ethyl acetate, washed with brine, dried and evaporated to an oil which crystallised from ether. Recrystallisation from dichloromethane/ether gave 3-butyryl-4-(2-methylphenylamino)-8-(1-hydroxy-2-morpholinoethyl)quinoline (0.59 g, 47%), m.p. 135°-137°. Starting materials: O=C1C=C(CC(C)(C)C1)C (isophorone), C(C)(=O)O (acetic acid), glass, C(C)(=O)O (acetic acid). The product is O=C(CC(CC(=O)O)(C)C)C (5-keto-3,3-dimethylhexanoic acid). Reaction SMILES: [O:1]=[C:2]1[CH2:9]C(C)(C)[CH2:5][C:4]([CH3:10])=[CH:3]1.[C:11]([OH:14])(=[O:13])[CH3:12]>>[O:1]=[C:2]([CH3:9])[CH2:3][C:4]([CH3:10])([CH3:5])[CH2:12][C:11]([OH:14])=[O:13]. Reported procedure: In a manner similar to that described in Example I, 30 grams isophorone in 57 grams aqueous acetic acid (35% H2O) was ozonized at ambient temperature and pressure in a 300 ml glass cylinder for approximately 5 1/2 hours. The resulting reaction product was then slowly dropped into a small amount of refluxing acetic acid, stripped at 140° C. under vacuum to remove water and acetic acid, and then vacuum distilled. Ninety-five percent yield of high purity 5-keto-3,3-dimethylhexanoic acid was obtaine... Starting materials: COc1c(C)cnc(CO)c1C, ClC(Cl)Cl. Yields the product COc1c(C)cnc(C=O)c1C. Reaction SMILES: [CH3:1][O:2][c:3]1[c:4]([CH3:12])[c:5]([CH2:10][OH:11])[n:6][cH:7][c:8]1[CH3:9].[CH:13]([Cl:14])([Cl:15])[Cl:16]>>[CH3:1][O:2][c:3]1[c:4]([CH3:12])[c:5]([CH:10]=[O:11])[n:6][cH:7][c:8]1[CH3:9]. Product: CN(CCOc1cccc2ncnc(Nc3ccc(OCc4ccccn4)c(Cl)c3)c12)C(=O)NCCCl. As a reaction SMILES: [Cl:1][CH2:2][CH2:3][N:4]=[C:5]=[O:6].[Cl:7][c:8]1[cH:9][c:10]([NH:22][c:23]2[n:24][cH:25][n:26][c:27]3[cH:28][cH:29][cH:30][c:31]([O:33][CH2:34][CH2:35][NH:36][CH3:37])[c:32]23)[cH:11][cH:12][c:13]1[O:14][CH2:15][c:16]1[n:17][cH:18][cH:19][cH:20][cH:21]1>>[Cl:1][CH2:2][CH2:3][NH:4][C:5](=[O:6])[N:36]([CH2:35][CH2:34][O:33][c:31]1[cH:30][cH:29][cH:28][c:27]2[n:26][cH:25][n:24][c:23]([NH:22][c:10]3[cH:9][c:8]([Cl:7])[c:13]([O:14][CH2:15][c:16]4[n:17][cH:18][cH:19][cH:20][cH:21]4)[cH:12][cH:11]3)[c:32]21)[CH3:37]. Starting materials: O=C=NCCCl, CNCCOc1cccc2ncnc(Nc3ccc(OCc4ccccn4)c(Cl)c3)c12.